Dataset: the Open Reaction Database (ORD), a public repository of structured organic reaction records. Task: describe an organic reaction: reactants, conditions, products, and yield Product: C(=O)C1=C(C(=O)OCC)C=CC=N1 (Ethyl 2-Formylnicotinate). Reactants: C(C)OC(=O)C1=NC=CC=C1C(=O)OCC (2,3-pyridinedicarboxylic acid diethyl ester), [H-].C(C(C)C)[Al+]CC(C)C (diisobutylaluminum hydride), [H-].C(C(C)C)[Al+]CC(C)C (DiBal). Reaction conditions: time 30 minute. Yield: 36.7%. Reaction SMILES: C([O:3][C:4]([C:6]1[C:11]([C:12]([O:14][CH2:15][CH3:16])=[O:13])=[CH:10][CH:9]=[CH:8][N:7]=1)=O)C.[H-].C([Al+]CC(C)C)C(C)C>>[CH:4]([C:6]1[N:7]=[CH:8][CH:9]=[CH:10][C:11]=1[C:12]([O:14][CH2:15][CH3:16])=[O:13])=[O:3] |f:1.2|. Procedure details: In flame-dried glassware under N2 atmosphere, to a solution of 2,3-pyridinedicarboxylic acid diethyl ester (0.254 g, 1.14 mmol) in anhydrous tolune (5 mL) at -78° C. was added diisobutylaluminum hydride (DiBal) (1.48 mL, 1.48 mmol, 1M in tolune). After 30 minutes, additional DiBal (0.4 mL, 0.4 mmol, 1M in toluene) was added. After 15 minutes, the reaction mixture was quenched with methanol (2 mL)/saturated Na/K tartrate (40 mL) and extracted into EtOAc (3×50 mL). The combined organic extracts we... Reactants: CC(C)C1=CC(=C(C(=C1)C(C)C)C2=C(C=CC=C2)P(C3CCCCC3)C4CCCCC4)C(C)C (XPHOS), C([O-])([O-])=O.[Na+].[Na+] (sodium carbonate), CC1(OB(OC1(C)C)C1=CC=C(C=C1)C1=NN(C=N1)COCC[Si](C)(C)C)C (3-(4-(4,4,5,5-tetramethyl-1,3,2-dioxaborolan-2-yl)phenyl)-1-((2-(trimethylsilyl)ethoxy)methyl)-1H-1,2,4-triazole), BrC=1C=NN2C1N=C(C=C2)N2C(OC[C@@H]2C2=CC=CC=C2)=O ((S)-3-(3-bromopyrazolo[1,5-a]pyrimidin-5-yl)-4-phenyloxazolidin-2-one). Reagents/catalysts: C=1C=CC(=CC1)/C=C/C(=O)/C=C/C2=CC=CC=C2.C=1C=CC(=CC1)/C=C/C(=O)/C=C/C2=CC=CC=C2.C=1C=CC(=CC1)/C=C/C(=O)/C=C/C2=CC=CC=C2.[Pd].[Pd] (Pd2 dba3). Run in O1CCOCC1 (dioxane), O (water). Run at temperature 80 celsius, time 2 hour. Yields the product C1(=CC=CC=C1)[C@@H]1N(C(OC1)=O)C1=NC=2N(C=C1)N=CC2C2=CC=C(C=C2)C2=NN(C=N2)COCC[Si](C)(C)C ((S)-4-phenyl-3-(3-(4-(1-((2-(trimethylsilyl)ethoxy)methyl)-1H-1,2,4-triazol-3-yl)phenyl)pyrazolo[1,5-a]pyrimidin-5-yl)oxazolidin-2-one). Yield: 73.7%. RXN SMILES: Br[C:2]1[CH:3]=[N:4][N:5]2[CH:10]=[CH:9][C:8]([N:11]3[C@@H:15]([C:16]4[CH:21]=[CH:20][CH:19]=[CH:18][CH:17]=4)[CH2:14][O:13][C:12]3=[O:22])=[N:7][C:6]=12.C(=O)([O-])[O-].[Na+].[Na+].CC1(C)C(C)(C)OB([C:37]2[CH:42]=[CH:41][C:40]([C:43]3[N:47]=[CH:46][N:45]([CH2:48][O:49][CH2:50][CH2:51][Si:52]([CH3:55])([CH3:54])[CH3:53])[N:44]=3)=[CH:39][CH:38]=2)O1.CC(C1C=C(C(C)C)C(C2C=CC=CC=2P(C2CCCCC2)C2CCCCC2)=C(C(C)C)C=1)C>O1CCOCC1.C1C=CC(/C=C/C(/C=C/C2C=CC=CC=2)=O)=CC=1.C1C=CC(/C=C/C(/C=C/C2C=CC=CC=2)=O)=CC=1.C1C=CC(/C=C/C(/C=C/C2C=CC=CC=2)=O)=CC=1.[Pd].[Pd].O>[C:16]1([C@H:15]2[CH2:14][O:13][C:12](=[O:22])[N:11]2[C:8]2[CH:9]=[CH:10][N:5]3[N:4]=[CH:3][C:2]([C:37]4[CH:38]=[CH:39][C:40]([C:43]5[N:47]=[CH:46][N:45]([CH2:48][O:49][CH2:50][CH2:51][Si:52]([CH3:55])([CH3:54])[CH3:53])[N:44]=5)=[CH:41][CH:42]=4)=[C:6]3[N:7]=2)[CH:21]=[CH:20][CH:19]=[CH:18][CH:17]=1 |f:1.2.3,7.8.9.10.11|. Reported procedure: To a solution of (S)-3-(3-bromopyrazolo[1,5-a]pyrimidin-5-yl)-4-phenyloxazolidin-2-one (0.7 g, 1.9 mmol) in dioxane bubbled with nitrogen was added sodium carbonate (2.0 M, 4.9 mL, 9.7 mmol) and 3-(4-(4,4,5,5-tetramethyl-1,3,2-dioxaborolan-2-yl)phenyl)-1-((2-(trimethylsilyl)ethoxy)methyl)-1H-1,2,4-triazole (1.0 g, 2.5 mmol), and the reaction was degassed with nitrogen for 30 minutes. XPHOS (0.093 g, 0.19 mmol) and Pd2 dba3 (0.089 g, 0.097 mmol) were added to the mixture and the reaction was stir... Reactants: FC1(CCN(CC1)C(=O)C=1NC2=CC=C(C=C2C1)C(=O)N1CCC(CC1)N1CCOCC1)F ([2-(4,4-difluoro-piperidine-1-carbonyl)-1H-indol-5-yl]-(4-morpholin-4-yl-piperidin-1-yl)-methanone), ClC=1C=C(C=CC1)B(O)O (3-chlorophenylboronic acid), N1=CC=CC=C1 (pyridine). The reagents and catalysts are C(C)(=O)[O-].[Cu+2].C(C)(=O)[O-] (copper(II) acetate). The solvent is ClCCl (dichloromethane). Product: ClC=1C=C(C=CC1)N1C(=CC2=CC(=CC=C12)C(=O)N1CCC(CC1)N1CCOCC1)C(=O)N1CCC(CC1)(F)F ([1-(3-Chloro-phenyl)-5-(4-morpholin-4-yl-piperidine-1-carbonyl)-1H-indol-2-yl]-(4,4-difluoro-piperidin-1-yl)-methanone). The yield is 64.0%. Reaction SMILES: [F:1][C:2]1([F:33])[CH2:7][CH2:6][N:5]([C:8]([C:10]2[NH:11][C:12]3[C:17]([CH:18]=2)=[CH:16][C:15]([C:19]([N:21]2[CH2:26][CH2:25][CH:24]([N:27]4[CH2:32][CH2:31][O:30][CH2:29][CH2:28]4)[CH2:23][CH2:22]2)=[O:20])=[CH:14][CH:13]=3)=[O:9])[CH2:4][CH2:3]1.[Cl:34][C:35]1[CH:36]=[C:37](B(O)O)[CH:38]=[CH:39][CH:40]=1.N1C=CC=CC=1>ClCCl.C([O-])(=O)C.[Cu+2].C([O-])(=O)C>[Cl:34][C:35]1[CH:40]=[C:39]([N:11]2[C:12]3[C:17](=[CH:16][C:15]([C:19]([N:21]4[CH2:26][CH2:25][CH:24]([N:27]5[CH2:28][CH2:29][O:30][CH2:31][CH2:32]5)[CH2:23][CH2:22]4)=[O:20])=[CH:14][CH:13]=3)[CH:18]=[C:10]2[C:8]([N:5]2[CH2:4][CH2:3][C:2]([F:1])([F:33])[CH2:7][CH2:6]2)=[O:9])[CH:38]=[CH:37][CH:36]=1 |f:4.5.6|. Procedure: The title compound was synthesized in analogy to example 66, from [2-(4,4-difluoro-piperidine-1-carbonyl)-1H-indol-5-yl]-(4-morpholin-4-yl-piperidin-1-yl)-methanone (example 170), 3-chlorophenylboronic acid, copper(II) acetate and pyridine in dichloromethane, to give the desired product as a white solid (64%). The reactants are O=C([O-])[O-], CN(C)C=O, CI, [K+], [K+], COC(=O)c1cc([N+](=O)[O-])[nH]n1, O. Yields the product COC(=O)c1cc([N+](=O)[O-])nn1C. Reaction SMILES: [C:20](=[O:21])([O-:22])[O-:23].[CH3:13][N:14]([CH3:15])[CH:16]=[O:17].[CH3:18][I:19].[K+:24].[K+:25].[N+:1](=[O:2])([O-:3])[c:4]1[cH:5][c:6]([C:9](=[O:10])[O:11][CH3:12])[n:7][nH:8]1.[OH2:26]>>[N+:1](=[O:2])([O-:3])[c:4]1[cH:5][c:6]([C:9](=[O:10])[O:11][CH3:12])[n:7]([CH3:13])[n:8]1.